From a dataset of the Open Reaction Database (ORD), a public repository of structured organic reaction records. describe an organic reaction: reactants, conditions, products, and yield The reactants are C1=CC=CC=2C3=CC=CC=C3N(C12)C1=C(C(=O)OC)C=C(C(=C1)C(=O)OC)N1C2=CC=CC=C2C=2C=CC=CC12 (dimethyl 2,5-biscarbazol-9-ylterephthalate), C1(=CC=CC=C1)[Li] (phenyllithium). The product is C1=CC=CC=2C3=CC=CC=C3N(C12)C1=C(C=C(C(=C1)C(C1=CC=CC=C1)(C1=CC=CC=C1)O)N1C2=CC=CC=C2C=2C=CC=CC12)C(O)(C1=CC=CC=C1)C1=CC=CC=C1 ([2,5-Biscarbazol-9-yl-4-(hydroxydiphenylmethyl)phenyl]diphenyl-methanol). RXN SMILES: [CH:1]1[C:13]2[N:12]([C:14]3[CH:23]=[C:22]([C:24]([O:26]C)=O)[C:21]([N:28]4C5C=CC=CC=5[C:34]5[C:29]4=[CH:30][CH:31]=[CH:32][CH:33]=5)=[CH:20][C:15]=3[C:16]([O:18]C)=O)[C:11]3[C:6](=CC=CC=3)[C:5]=2[CH:4]=[CH:3][CH:2]=1.[C:41]1([Li])[CH:46]=[CH:45][CH:44]=[CH:43][CH:42]=1>>[CH:45]1[C:46]2[N:28]([C:21]3[CH:20]=[C:15]([C:16]([OH:18])([C:41]4[CH:46]=[CH:45][CH:44]=[CH:43][CH:42]=4)[C:41]4[CH:46]=[CH:45][CH:44]=[CH:43][CH:42]=4)[C:14]([N:12]4[C:11]5[CH:34]=[CH:29][CH:30]=[CH:31][C:6]=5[C:5]5[C:13]4=[CH:1][CH:2]=[CH:3][CH:4]=5)=[CH:23][C:22]=3[C:24]([C:13]3[CH:1]=[CH:2][CH:3]=[CH:4][CH:5]=3)([C:14]3[CH:23]=[CH:22][CH:21]=[CH:20][CH:15]=3)[OH:26])[C:29]3[C:30](=[CH:31][CH:32]=[CH:33][CH:34]=3)[C:41]=2[CH:42]=[CH:43][CH:44]=1. Procedure: The compound is synthesised by the same procedure as for the corresponding step of Example 5 by reaction of 73 g (140 mmol) of dimethyl 2,5-biscarbazol-9-ylterephthalate with 400 ml (600 mmol) of 1.6 M phenyllithium solution. The yield is 89 g (115 mmol), corresponding to 82% of theory. Starting materials: Cl (hydrochloric acid), O (water), C(C1=CC=CC=C1)OC1=CC=C2C(C(=C(OC2=C1C=O)C1CCN(CC1)C(CC)=O)C)=O (7-(Benzyloxy)-3-methyl-4-oxo-2-(1-propanoylpiperidin-4-yl)-4H-chromene-8-carbaldehyde), solution, C1(CC1)[Mg]Br (cyclopropyl magnesium bromide). Run in O1CCCC1 (tetrahydrofuran), O1CCCC1 (tetrahydrofuran). Run at temperature 0 celsius, time 2 hour. The product is C(C1=CC=CC=C1)OC1=CC=C2C(C(=C(OC2=C1C(O)C1CC1)C1CCN(CC1)C(CC)=O)C)=O (7-(Benzyloxy)-8-[cyclopropyl(hydroxy)methyl]-3-methyl-2-(1-propanoylpiperidin-4-yl)-4H-chromen-4-one). The yield is 68.0%. Reaction SMILES: [CH2:1]([O:8][C:9]1[C:18]([CH:19]=[O:20])=[C:17]2[C:12]([C:13](=[O:32])[C:14]([CH3:31])=[C:15]([CH:21]3[CH2:26][CH2:25][N:24]([C:27](=[O:30])[CH2:28][CH3:29])[CH2:23][CH2:22]3)[O:16]2)=[CH:11][CH:10]=1)[C:2]1[CH:7]=[CH:6][CH:5]=[CH:4][CH:3]=1.[CH:33]1([Mg]Br)[CH2:35][CH2:34]1.Cl.O>O1CCCC1>[CH2:1]([O:8][C:9]1[C:18]([CH:19]([CH:33]2[CH2:35][CH2:34]2)[OH:20])=[C:17]2[C:12]([C:13](=[O:32])[C:14]([CH3:31])=[C:15]([CH:21]3[CH2:26][CH2:25][N:24]([C:27](=[O:30])[CH2:28][CH3:29])[CH2:23][CH2:22]3)[O:16]2)=[CH:11][CH:10]=1)[C:2]1[CH:7]=[CH:6][CH:5]=[CH:4][CH:3]=1. Reported procedure: To a solution of 7-(benzyloxy)-3-methyl-4-oxo-2-(1-propanoylpiperidin-4-yl)-4H-chromene-8-carbaldehyde (200 mg, 0.46 mmol) obtained in Example 34-2 in tetrahydrofuran (6 mL), a 1 N solution of cyclopropyl magnesium bromide in tetrahydrofuran (1.5 mL, 1.50 mmol) was added dropwise at −30° C., and the mixture was gradually heated to 0° C. over 45 minutes and then stirred at 0° C. for 2 hours. A 1 N aqueous hydrochloric acid solution (5 mL) was added dropwise to the reaction solution, and then wate...